This data is from the Open Reaction Database (ORD), a public repository of structured organic reaction records. The task is: describe an organic reaction: reactants, conditions, products, and yield RXN SMILES: [C:1]([C:5]1[CH:6]=[C:7]([C:16]2[N:20]([CH2:21][CH:22]3[CH2:27][CH2:26][CH2:25][CH2:24][CH2:23]3)[C:19]([CH3:28])=[C:18]([S:29]([NH2:32])(=[O:31])=[O:30])[CH:17]=2)[CH:8]=[C:9]([C:11]([C:14]#[N:15])([CH3:13])[CH3:12])[CH:10]=1)([CH3:4])([CH3:3])[CH3:2].[OH-:33].[Na+]>CCO.O>[C:1]([C:5]1[CH:10]=[C:9]([C:11]([CH3:13])([CH3:12])[C:14]([NH2:15])=[O:33])[CH:8]=[C:7]([C:16]2[N:20]([CH2:21][CH:22]3[CH2:23][CH2:24][CH2:25][CH2:26][CH2:27]3)[C:19]([CH3:28])=[C:18]([S:29](=[O:31])(=[O:30])[NH2:32])[CH:17]=2)[CH:6]=1)([CH3:2])([CH3:3])[CH3:4] |f:1.2|. The yield is 84.4%. The reactants are C(C)(C)(C)C=1C=C(C=C(C1)C(C)(C)C#N)C1=CC(=C(N1CC1CCCCC1)C)S(=O)(=O)N (5-(3-(tert-Butyl)-5-(2-cyanopropan-2-yl)phenyl)-1-(cyclohexylmethyl)-2-methyl-1H-pyrrole-3-sulfonamide), [OH-].[Na+] (NaOH). Reported procedure: A solution of compound 45 (455 mg, 1.0 mmol) and NaOH (3.2 g, 80 mmol) in EtOH (10 mL) and water (10 mL) was stirred at reflux overnight, cooled to rt, concentrated and redissolved in H2O (30 mL), acidified with 1N HCl solution to pH=6. The formed solid was collected by filtration, washed with water and dried under vacuum. The residue was purified by CC (DCM/MeOH=50/1) to give compound 47 (400 mg, 85%) of as a white solid. Run in CCO (EtOH), O (water). Yields the product C(C)(C)(C)C=1C=C(C=C(C1)C=1N(C(=C(C1)S(N)(=O)=O)C)CC1CCCCC1)C(C(=O)N)(C)C (2-(3-(tert-Butyl)-5-(1-(cyclohexylmethyl)-5-methyl-4-sulfamoyl-1H-pyrrol-2-yl)phenyl)-2-methylpropanamide). Reactants: C(C1=CC=CC=C1)O[C@H]1C(O)(S[C@@H]([C@H]([C@@H]1OCC1=CC=CC=C1)OCC1=CC=CC=C1)COCC1=CC=CC=C1)C1=C(C=C(C(=C1)C1OCCO1)C)OCC1=CC=CC=C1 (2,3,4,6-tetra-O-benzyl-1-C-[2-(benzyloxy)-5-(1,3-dioxolan-2-yl)-4-methylphenyl]-5-thio-D-glucopyranose), O (water). Solvent: O1CCCC1 (tetrahydrofuran), Cl (hydrochloric acid). Reaction conditions: time 12 hour. The product is C(C1=CC=CC=C1)O[C@H]1C(O)(S[C@@H]([C@H]([C@@H]1OCC1=CC=CC=C1)OCC1=CC=CC=C1)COCC1=CC=CC=C1)C1=C(C=C(C(=C1)C=O)C)OCC1=CC=CC=C1 (2,3,4,6-tetra-O-benzyl-1-C-[2-(benzyloxy)-5-formyl-4-methylphenyl]-5-thio-D-glucopyranose). The yield is 95.8%. As a reaction SMILES: [CH2:1]([O:8][C@@H:9]1[C@@H:15]([O:16][CH2:17][C:18]2[CH:23]=[CH:22][CH:21]=[CH:20][CH:19]=2)[C@H:14]([O:24][CH2:25][C:26]2[CH:31]=[CH:30][CH:29]=[CH:28][CH:27]=2)[C@@H:13]([CH2:32][O:33][CH2:34][C:35]2[CH:40]=[CH:39][CH:38]=[CH:37][CH:36]=2)[S:12][C:10]1([C:41]1[CH:46]=[C:45]([CH:47]2OCC[O:48]2)[C:44]([CH3:52])=[CH:43][C:42]=1[O:53][CH2:54][C:55]1[CH:60]=[CH:59][CH:58]=[CH:57][CH:56]=1)[OH:11])[C:2]1[CH:7]=[CH:6][CH:5]=[CH:4][CH:3]=1.O>O1CCCC1.Cl>[CH2:1]([O:8][C@@H:9]1[C@@H:15]([O:16][CH2:17][C:18]2[CH:19]=[CH:20][CH:21]=[CH:22][CH:23]=2)[C@H:14]([O:24][CH2:25][C:26]2[CH:31]=[CH:30][CH:29]=[CH:28][CH:27]=2)[C@@H:13]([CH2:32][O:33][CH2:34][C:35]2[CH:36]=[CH:37][CH:38]=[CH:39][CH:40]=2)[S:12][C:10]1([C:41]1[CH:46]=[C:45]([CH:47]=[O:48])[C:44]([CH3:52])=[CH:43][C:42]=1[O:53][CH2:54][C:55]1[CH:56]=[CH:57][CH:58]=[CH:59][CH:60]=1)[OH:11])[C:2]1[CH:7]=[CH:6][CH:5]=[CH:4][CH:3]=1. Reported procedure: To a solution of 2,3,4,6-tetra-O-benzyl-1-C-[2-(benzyloxy)-5-(1,3-dioxolan-2-yl)-4-methylphenyl]-5-thio-D-glucopyranose (11.1 g, 13.5 mmol) in tetrahydrofuran (100 mL), 6N hydrochloric acid (100 mL) was added under ice cooling and stirred at room temperature for 12 hours. After addition of water under ice cooling, the reaction mixture was extracted with ethyl acetate. The organic layer was washed with saturated aqueous sodium bicarbonate and saturated aqueous sodium chloride, and then dried over...